This data is from the Open Reaction Database (ORD), a public repository of structured organic reaction records. The task is: describe an organic reaction: reactants, conditions, products, and yield Starting materials: CC(=O)O[BH-](OC(C)=O)OC(C)=O, C1CCOC1, CC(=O)O, CCOC(=O)CCCNc1ccc(N2CCN(C(=O)c3cccc(-c4ccc(OC)c(OC)c4)n3)CC2)cc1, [Na+]. Product: CCOC(=O)CCCN(C)c1ccc(N2CCN(C(=O)c3cccc(-c4ccc(OC)c(OC)c4)n3)CC2)cc1. Reaction SMILES: [C:45]([O:46][BH-:47]([O:48][C:49](=[O:50])[CH3:51])[O:52][C:53](=[O:54])[CH3:55])(=[O:56])[CH3:57].[CH2:1]1[O:2][CH2:3][CH2:4][CH2:5]1.[CH3:59][C:60](=[O:61])[OH:62].[CH3:6][O:7][c:8]1[cH:9][c:10](-[c:16]2[cH:17][cH:18][cH:19][c:20]([C:22](=[O:23])[N:24]3[CH2:25][CH2:26][N:27]([c:30]4[cH:31][cH:32][c:33]([NH:36][CH2:37][CH2:38][CH2:39][C:40](=[O:41])[O:42][CH2:43][CH3:44])[cH:34][cH:35]4)[CH2:28][CH2:29]3)[n:21]2)[cH:11][cH:12][c:13]1[O:14][CH3:15].[Na+:58]>>[CH3:1][N:36]([c:33]1[cH:32][cH:31][c:30]([N:27]2[CH2:26][CH2:25][N:24]([C:22]([c:20]3[cH:19][cH:18][cH:17][c:16](-[c:10]4[cH:9][c:8]([O:7][CH3:6])[c:13]([O:14][CH3:15])[cH:12][cH:11]4)[n:21]3)=[O:23])[CH2:29][CH2:28]2)[cH:35][cH:34]1)[CH2:37][CH2:38][CH2:39][C:40](=[O:41])[O:42][CH2:43][CH3:44]. Starting materials: CCCCCC, ClCCc1nc(-c2ccc3c(c2)OCO3)c2cc3c(cc2n1)OCO3, [H-], [I-], [Na+], [Na+], CN(C)C=O, c1c[nH]cn1. Yields the product c1cn(CCc2nc(-c3ccc4c(c3)OCO4)c3cc4c(cc3n2)OCO4)cn1. As a reaction SMILES: [CH3:40][CH2:41][CH2:42][CH2:43][CH2:44][CH3:45].[Cl:8][CH2:9][CH2:10][c:11]1[n:12][c:13]2[cH:14][c:15]3[c:16]([cH:17][c:18]2[c:19](-[c:21]2[cH:22][c:23]4[c:24]([cH:25][cH:26]2)[O:27][CH2:28][O:29]4)[n:20]1)[O:30][CH2:31][O:32]3.[H-:2].[I-:33].[Na+:1].[Na+:34].[O:35]=[CH:36][N:37]([CH3:38])[CH3:39].[nH:3]1[cH:4][n:5][cH:6][cH:7]1>>[n:3]1([CH2:9][CH2:10][c:11]2[n:12][c:13]3[cH:14][c:15]4[c:16]([cH:17][c:18]3[c:19](-[c:21]3[cH:22][c:23]5[c:24]([cH:25][cH:26]3)[O:27][CH2:28][O:29]5)[n:20]2)[O:30][CH2:31][O:32]4)[cH:4][n:5][cH:6][cH:7]1. Reactants: Cl (Hydrochloric acid), COC=1C=C(COC2=NN(C=C2/C=C/C(=O)OCC)C2=CC=CC=C2)C=CC1OCC=1N=C(OC1C)C1=CC=CC=C1 (ethyl (E)-3-(3-{[3-methoxy-4-(5-methyl-2-phenyl-1,3-oxazol-4-ylmethoxy)benzyl]oxy}-1-phenyl-1H-pyrazol-4-yl)-2-propenoate), [OH-].[Na+] (sodium hydroxide), O1CCCC1 (tetrahydrofuran). Solvent: C(C)O (ethanol). Reaction conditions: temperature 60 celsius, time 5 hour. The product is COC=1C=C(COC2=NN(C=C2/C=C/C(=O)O)C2=CC=CC=C2)C=CC1OCC=1N=C(OC1C)C1=CC=CC=C1 ((E)-3-(3-{[3-methoxy-4-(5-methyl-2-phenyl-1,3-oxazol-4-ylmethoxy)benzyl]oxy}-1-phenyl-1H-pyrazol-4-yl)-2-propenoic acid). Isolated yield 94.7%. Reaction SMILES: [CH3:1][O:2][C:3]1[CH:4]=[C:5]([CH:26]=[CH:27][C:28]=1[O:29][CH2:30][C:31]1[N:32]=[C:33]([C:37]2[CH:42]=[CH:41][CH:40]=[CH:39][CH:38]=2)[O:34][C:35]=1[CH3:36])[CH2:6][O:7][C:8]1[C:12](/[CH:13]=[CH:14]/[C:15]([O:17]CC)=[O:16])=[CH:11][N:10]([C:20]2[CH:25]=[CH:24][CH:23]=[CH:22][CH:21]=2)[N:9]=1.[OH-].[Na+].O1CCCC1.Cl>C(O)C>[CH3:1][O:2][C:3]1[CH:4]=[C:5]([CH:26]=[CH:27][C:28]=1[O:29][CH2:30][C:31]1[N:32]=[C:33]([C:37]2[CH:42]=[CH:41][CH:40]=[CH:39][CH:38]=2)[O:34][C:35]=1[CH3:36])[CH2:6][O:7][C:8]1[C:12](/[CH:13]=[CH:14]/[C:15]([OH:17])=[O:16])=[CH:11][N:10]([C:20]2[CH:21]=[CH:22][CH:23]=[CH:24][CH:25]=2)[N:9]=1 |f:1.2|. Reported procedure: A mixture of ethyl (E)-3-(3-{[3-methoxy-4-(5-methyl-2-phenyl-1,3-oxazol-4-ylmethoxy)benzyl]oxy}-1-phenyl-1H-pyrazol-4-yl)-2-propenoate (800 mg), 1N aqueous sodium hydroxide solution (3 mL), tetrahydrofuran (10 mL) and ethanol (10 mL) was stirred at 60° C. for 5 hrs. 1N Hydrochloric acid (3 mL) was added to the reaction mixture, and the mixture was extracted with ethyl acetate. The ethyl acetate layer was washed with saturated brine, dried over anhydrous magnesium sulfate and concentrated. The ob... The reactants are N1(CCCC1)CCNC(=O)C1=CC2=C(NC(=N2)C2=CC=CC=3C(C4=CC=CC=C4C23)=NO)C=C1 (4-{5-[2-(pyrrolidin-1-yl)ethylaminocarbonyl]-1H-benzimidazol-2-yl}-9H -fluoren-9-one oxime), C(C)(=O)O (acetic acid), C(C)O (ethanol). The reagents and catalysts are [Zn] (zinc). Run in O (water). The product is C(C)(C)OC(C)C (diisopropyl ether), N1(CCCC1)CCNC(=O)C1=CC2=C(NC(=N2)C2=CC=CC=3C(C4=CC=CC=C4C23)N)C=C1 (4-{5-[2-(pyrrolidin-1-yl)ethylaminocarbonyl]-1H-benzimidazol-2-yl}-9H-fluorene-9(R,S)-amine). RXN SMILES: [N:1]1([CH2:6][CH2:7][NH:8][C:9]([C:11]2[CH:34]=[CH:33][C:14]3[NH:15][C:16]([C:18]4[C:30]5[C:29]6[C:24](=[CH:25][CH:26]=[CH:27][CH:28]=6)[C:23](=[N:31]O)[C:22]=5[CH:21]=[CH:20][CH:19]=4)=[N:17][C:13]=3[CH:12]=2)=[O:10])[CH2:5][CH2:4][CH2:3][CH2:2]1.[C:35]([OH:38])(=O)[CH3:36].[CH2:39](O)C>O.[Zn]>[CH:35]([O:38][CH:34]([CH3:33])[CH3:11])([CH3:36])[CH3:39].[N:1]1([CH2:6][CH2:7][NH:8][C:9]([C:11]2[CH:34]=[CH:33][C:14]3[NH:15][C:16]([C:18]4[C:30]5[C:29]6[C:24](=[CH:25][CH:26]=[CH:27][CH:28]=6)[CH:23]([NH2:31])[C:22]=5[CH:21]=[CH:20][CH:19]=4)=[N:17][C:13]=3[CH:12]=2)=[O:10])[CH2:5][CH2:4][CH2:3][CH2:2]1. Reported procedure: The procedure used in Example 216 is followed. In a 20 ml round-bottomed flask under an argon atmosphere, dissolve 303 mg of 4-{5-[2-(pyrrolidin-1-yl)ethylaminocarbonyl]-1H-benzimidazol-2-yl}-9H -fluoren-9-one oxime (Z,E), obtained in the previous stage, in a mixture of 1.5 ml of ethanol and 1.5 ml of water and 1.5 ml of acetic acid, at room temperature. Add 175 mg of zinc in three stages, and, between each addition, stir for approximately one hour to two hours. Add Celite and filter. The filtra... Reactants: O (water), [N-]=[N+]=[N-].[Na+] (sodium azide), O (Water), [N-]=[N+]=[N-].[Na+] (sodium azide), [Cl-].[NH4+] (ammonium chloride), FC1=CC=C(C=C1)C1(N[C@H]1COCOC)C1=CC=C(C=C1)F ((3R)-2,2-bis(4-fluorophenyl)-3-[(methoxymethoxy)methyl]aziridine). Run in CN(C=O)C (N,N-dimethylformamide). Reaction conditions: temperature 100 celsius, time 16 hour. Yields the product N(=[N+]=[N-])C([C@H](COCOC)N)(C1=CC=C(C=C1)F)C1=CC=C(C=C1)F ((2R)-1-azido-1,1-bis(4-fluorophenyl)-3-(methoxymethoxy)-2-propanamine). Yield: 87.4%. Reaction SMILES: O.[N-:2]=[N+:3]=[N-:4].[Na+].[Cl-].[NH4+].[F:8][C:9]1[CH:14]=[CH:13][C:12]([C:15]2([C:23]3[CH:28]=[CH:27][C:26]([F:29])=[CH:25][CH:24]=3)[C@H:17]([CH2:18][O:19][CH2:20][O:21][CH3:22])[NH:16]2)=[CH:11][CH:10]=1>CN(C)C=O>[N:2]([C:15]([C:12]1[CH:13]=[CH:14][C:9]([F:8])=[CH:10][CH:11]=1)([C:23]1[CH:28]=[CH:27][C:26]([F:29])=[CH:25][CH:24]=1)[C@@H:17]([NH2:16])[CH2:18][O:19][CH2:20][O:21][CH3:22])=[N+:3]=[N-:4] |f:1.2,3.4|. Reported procedure: While stirring a solution of methyl (2S)-2-{[(benzyloxy)carbonyl]amino}-3-(methoxymethoxy)-propanoate (35.70 g) in tetrahydrofuran (500 mL) under nitrogen at 0° C., 1.0M 4-fluorophenylmagnesium bromide-tetrahydrofuran solution was added to the solution dropwise. Temperature of the mixture was raised to room temperature, and then the mixture was stirred for 4 hours. Saturated ammonium chloride aqueous solution (100 mL) was added to the reaction mixture, and then the reaction mixture was concentra... The reactants are aqueous solution, [OH-].[Na+] (sodium hydroxide), O=C(C(=O)O)C(CC#C)C1=CC=CC=C1 (2-oxo-3-phenyl-5-hexynoic acid), O1CCCC1 (tetrahydrofuran), Cl (hydrochloric acid), aqueous solution, [OH-].[Na+] (sodium hydroxide), CI (methyl iodide). The reagents and catalysts are [Cl-].C(C)[N+](CC1=CC=CC=C1)(CC)CC (triethylbenzylammonium chloride). The product is O=C(C(=O)[O-])C(CC#C)(C1=CC=CC=C1)CC.[Na+] (sodium 2-oxo-3-ethyl-3-phenyl-5-hexynoate). The yield is 41.0%. As a reaction SMILES: [OH-].[Na+:2].[O:3]=[C:4]([CH:8]([C:12]1[CH:17]=[CH:16][CH:15]=[CH:14][CH:13]=1)[CH2:9][C:10]#[CH:11])[C:5]([OH:7])=[O:6].CI.Cl.O1CC[CH2:23][CH2:22]1>[Cl-].C([N+](CC)(CC)CC1C=CC=CC=1)C>[O:3]=[C:4]([C:8]([CH2:22][CH3:23])([C:12]1[CH:13]=[CH:14][CH:15]=[CH:16][CH:17]=1)[CH2:9][C:10]#[CH:11])[C:5]([O-:7])=[O:6].[Na+:2] |f:0.1,6.7,8.9|. Reported procedure: A 3N aqueous solution (0.61 ml) of sodium hydroxide and 2.0 ml of tetrahydrofuran were added to 0.15 g (0.71 mmole) of 2-oxo-3-phenyl-5-hexynoic acid, and the mixture was stirred until a completely uniform solution formed. Then, 0.091 ml (1.47 mmoles) of methyl iodide and 19 mg (0.083 mmole) of triethylbenzylammonium chloride were added, and the mixture was reacted at 40° C. for 16 hours. The reaction mixture was acidified with 1N hydrochloric acid, and extracted with ether. The ether layer was ... Starting materials: C(Cl)Cl (CH2Cl2), C(C)(C)(C)C=1C=C(C=CC1)O (3-t-butylphenol), C(OC1=CC=C(C=C1)[N+](=O)[O-])(OC1=CC=C(C=C1)[N+](=O)[O-])=O (bis(4-nitrophenyl) carbonate). The reagents and catalysts are CN(C)C=1C=CN=CC1 (4-DMAP). Run in CCCCCC.C(C)OC(C)=O (n-hexane ethylacetate). Reaction conditions: time 8 hour. Yields the product C(OC1=CC(=CC=C1)C(C)(C)C)(OC1=CC=C(C=C1)[N+](=O)[O-])=O (3-t-butylphenyl 4-nitrophenyl carbonate). The yield is 89.6%. RXN SMILES: C(Cl)Cl.[C:4]([C:8]1[CH:9]=[C:10]([OH:14])[CH:11]=[CH:12][CH:13]=1)([CH3:7])([CH3:6])[CH3:5].[C:15](=O)([O:26]C1C=CC([N+]([O-])=O)=CC=1)[O:16][C:17]1[CH:22]=[CH:21][C:20]([N+:23]([O-:25])=[O:24])=[CH:19][CH:18]=1>CN(C1C=CN=CC=1)C.CCCCCC.C(OC(=O)C)C>[C:15](=[O:26])([O:16][C:17]1[CH:18]=[CH:19][C:20]([N+:23]([O-:25])=[O:24])=[CH:21][CH:22]=1)[O:14][C:10]1[CH:11]=[CH:12][CH:13]=[C:8]([C:4]([CH3:7])([CH3:5])[CH3:6])[CH:9]=1 |f:4.5|. Reported procedure: An oven-dried 25 mL flask was charged with dry CH2Cl2 (5 mL), 3-t-butylphenol (100 mg, 0.67 mmol), bis(4-nitrophenyl) carbonate (405 mg, 1.34 mmol) and 4-DMAP (162 mg, 1.34 mmol). The reaction was stirred overnight at room temperature and then evaporated. Column chromatography (n-hexane/ethylacetate 8:1) yielded 3-t-butylphenyl 4-nitrophenyl carbonate (189 mg, 0.60 mmol, 90%). This carbonate was dissolved in dry CH2Cl2 (8 mL) and 4-DMAP (162 mg, 1.34 mmol) was added. After 15 min, propargylamine... Starting materials: C1COCCN1, CS(C)=O, [Cu]I, Ic1ccccc1, O=C(O)C1CCCN1. Yields the product c1ccc(N2CCOCC2)cc1. As a reaction SMILES: [CH2:8]1[CH2:9][O:10][CH2:11][CH2:12][NH:13]1.[CH3:24][S:25]([CH3:26])=[O:27].[Cu:22][I:23].[I:1][c:2]1[cH:3][cH:4][cH:5][cH:6][cH:7]1.[OH:14][C:15]([CH:16]1[NH:17][CH2:18][CH2:19][CH2:20]1)=[O:21]>>[c:2]1([N:13]2[CH2:8][CH2:9][O:10][CH2:11][CH2:12]2)[cH:3][cH:4][cH:5][cH:6][cH:7]1.